From a dataset of the Open Reaction Database (ORD), a public repository of structured organic reaction records. describe an organic reaction: reactants, conditions, products, and yield The reactants are COc1ccccc1NC(C)c1cccc(-c2ccccc2)c1OCc1ccccc1, CCO. Yields the product COc1ccccc1NC(C)c1cccc(-c2ccccc2)c1O. RXN SMILES: [CH2:1]([c:2]1[cH:3][cH:4][cH:5][cH:6][cH:7]1)[O:8][c:9]1[c:10](-[c:26]2[cH:27][cH:28][cH:29][cH:30][cH:31]2)[cH:11][cH:12][cH:13][c:14]1[CH:15]([CH3:16])[NH:17][c:18]1[c:19]([O:24][CH3:25])[cH:20][cH:21][cH:22][cH:23]1.[CH3:32][CH2:33][OH:34]>>[OH:8][c:9]1[c:10](-[c:26]2[cH:27][cH:28][cH:29][cH:30][cH:31]2)[cH:11][cH:12][cH:13][c:14]1[CH:15]([CH3:16])[NH:17][c:18]1[c:19]([O:24][CH3:25])[cH:20][cH:21][cH:22][cH:23]1.